Dataset: the Open Reaction Database (ORD), a public repository of structured organic reaction records. Task: describe an organic reaction: reactants, conditions, products, and yield Reactants: CC(=O)OI1(C=2C=CC=CC2C(=O)O1)(OC(=O)C)OC(=O)C (Dess-Martin periodinane), O[C@H]1CO[C@H]2[C@@H]1N(CC2)C([C@H](CC(C)C)NC(C2=CC=C(C=C2)N2CCN(CC2)CCC)=O)=O (N—((S)-1-((3R,3aR,6aR)-3-hydroxydihydro-2H-furo[3,2-b]pyrrol-4(5H,6H, 6aH)-yl)-4-methyl-1-oxopentan-2-yl)-4-(4-propylpiperazin-1-yl)benzamide). Solvent: ClCCl (dichloromethane), ClCCl (dichloromethane). Conditions: time 18.5 hour. The product is CC(C[C@@H](C(N1[C@H]2[C@@H](CC1)OCC2=O)=O)NC(C2=CC=C(C=C2)N2CCN(CC2)CCC)=O)C (N—((S)-4-methyl-1-oxo-1-((3aS,6aR)-3-oxo-dihydro-2H-furo[3,2-b]pyrrol-4(5H,6H,6aH)-yl)pentan-2-yl)-4-(4-propylpiperazin-1-yl)benzamide). The yield is 323.4%. RXN SMILES: CC(OI1(OC(C)=O)(OC(C)=O)OC(=O)C2C=CC=CC1=2)=O.[OH:23][C@@H:24]1[C@H:28]2[N:29]([C:32](=[O:56])[C@@H:33]([NH:38][C:39](=[O:55])[C:40]3[CH:45]=[CH:44][C:43]([N:46]4[CH2:51][CH2:50][N:49]([CH2:52][CH2:53][CH3:54])[CH2:48][CH2:47]4)=[CH:42][CH:41]=3)[CH2:34][CH:35]([CH3:37])[CH3:36])[CH2:30][CH2:31][C@H:27]2[O:26][CH2:25]1>ClCCl>[CH3:37][CH:35]([CH3:36])[CH2:34][C@H:33]([NH:38][C:39](=[O:55])[C:40]1[CH:45]=[CH:44][C:43]([N:46]2[CH2:51][CH2:50][N:49]([CH2:52][CH2:53][CH3:54])[CH2:48][CH2:47]2)=[CH:42][CH:41]=1)[C:32](=[O:56])[N:29]1[CH2:30][CH2:31][C@H:27]2[O:26][CH2:25][C:24](=[O:23])[C@@H:28]12. Procedure details: Oxidation to Example 3 Dess-Martin periodinane (1.83 g, 4.30 mmol) was added to a stirred solution of N—((S)-1-((3R,3aR,6aR)-3-hydroxydihydro-2H-furo[3,2-b]pyrrol-4(5H,6H, 6aH)-yl)-4-methyl-1-oxopentan-2-yl)-4-(4-propylpiperazin-1-yl)benzamide (250 mg, 0.546 mmol) in dichloromethane (45 mL) under an atmosphere of argon. The mixture was stirred for 18.5 hours then diluted with dichloromethane (200 mL). The organic phase was washed with aqueous sodium hydroxide solution (1M, 70 mL) then the aqueou... Starting materials: C(C)(=O)SC1/C(/CN(CC1)C(C(=O)C1CC1)C1=C(C=CC=C1)F)=C/C=1N=NN(N1)CCCC(=O)OCC ((E)-4-(Acetylsulfanyl)-1-[2-cyclopropyl-1-(2-fluorophenyl)-2-oxoethyl]-3-({2-[3-(ethoxycarbonyl)propyl]-2H-tetrazol-5-yl}methylidene}piperidine), Cl (hydrogen chloride). Solvent: C(C)O (ethanol). Yields the product Cl.C1(CC1)C(C(C1=C(C=CC=C1)F)N1C\C(\C(CC1)S)=C/C=1N=NN(N1)CCCC(=O)OCC)=O ((E)-1-[2-Cyclopropyl-1-(2-fluorophenyl)-2-oxoethyl]-3-({2-[3-(ethoxycarbonyl)propyl]-2H-tetrazol-5-yl}methylidene)-4-sulfanylpiperidine hydrochloride). The yield is 91.0%. RXN SMILES: C([S:4][CH:5]1[CH2:10][CH2:9][N:8]([CH:11]([C:17]2[CH:22]=[CH:21][CH:20]=[CH:19][C:18]=2[F:23])[C:12]([CH:14]2[CH2:16][CH2:15]2)=[O:13])[CH2:7]/[C:6]/1=[CH:24]\[C:25]1[N:26]=[N:27][N:28]([CH2:30][CH2:31][CH2:32][C:33]([O:35][CH2:36][CH3:37])=[O:34])[N:29]=1)(=O)C.[ClH:38]>C(O)C>[ClH:38].[CH:14]1([C:12](=[O:13])[CH:11]([N:8]2[CH2:9][CH2:10][CH:5]([SH:4])/[C:6](=[CH:24]/[C:25]3[N:26]=[N:27][N:28]([CH2:30][CH2:31][CH2:32][C:33]([O:35][CH2:36][CH3:37])=[O:34])[N:29]=3)/[CH2:7]2)[C:17]2[CH:22]=[CH:21][CH:20]=[CH:19][C:18]=2[F:23])[CH2:15][CH2:16]1 |f:3.4|. Procedure details: (E)-4-(Acetylsulfanyl)-1-[2-cyclopropyl-1-(2-fluorophenyl)-2-oxoethyl]-3-({2-[3-(ethoxycarbonyl)propyl]-2H-tetrazol-5-yl}methylidene}piperidine (1.08 g) was treated with hydrogen chloride in ethanol (20 ml) in a similar manner to that described in Example 133. The reaction mixture was concentrated in vacuo, and the residue was purified by chromatography on silica gel using a mixture of ethanol and dichloromethane (2:98 to 10:90) as the eluent to afford the title compound as a pale yellow amorpho...